From a dataset of the Open Reaction Database (ORD), a public repository of structured organic reaction records. describe an organic reaction: reactants, conditions, products, and yield The reactants are [C-]#N, CN(C)C=O, [Cl-], Cl, O=C1c2cc(I)ccc2CCn2cccc21, O. Product: N#Cc1ccc2c(c1)C(=O)c1cccn1CC2. As a reaction SMILES: [C-:17]#[N:18].[CH3:22][N:23]([CH3:24])[CH:25]=[O:26].[Cl-:20].[ClH:21].[I:1][c:2]1[cH:3][c:4]2[c:5]([cH:15][cH:16]1)[CH2:6][CH2:7][n:8]1[c:9]([cH:12][cH:13][cH:14]1)[C:10]2=[O:11].[OH2:19]>>[c:2]1([C:17]#[N:18])[cH:3][c:4]2[c:5]([cH:15][cH:16]1)[CH2:6][CH2:7][n:8]1[c:9]([cH:12][cH:13][cH:14]1)[C:10]2=[O:11]. Starting materials: [N+](=O)([O-])C=1C=NC=CC1N1N=CC=C1 (3-nitro-4-(1H-pyrazol-1-yl)pyridine). Reagents/catalysts: [Pd] (Pd). The solvent is CO (MeOH). Run at time 8 hour. Product: N1(N=CC=C1)C1=C(C=NC=C1)N (4-(1H-pyrazol-1-yl)pyridin-3-amine). As a reaction SMILES: [N+:1]([C:4]1[CH:5]=[N:6][CH:7]=[CH:8][C:9]=1[N:10]1[CH:14]=[CH:13][CH:12]=[N:11]1)([O-])=O>CO.[Pd]>[N:10]1([C:9]2[CH:8]=[CH:7][N:6]=[CH:5][C:4]=2[NH2:1])[CH:14]=[CH:13][CH:12]=[N:11]1. Reported procedure: To a solution of 3-nitro-4-(1H-pyrazol-1-yl)pyridine (410 mg, 2.15 mmol) in MeOH (15 mL) was added Pd on C (10%, wet, Degussa) (129 mg) and the reaction mixture was vigorously stirred overnight at RT under an atmosphere of hydrogen (balloon). The catalyst was filtered off and the filtrate was concentrated under reduced pressure yielding 4-(1H-pyrazol-1-yl)pyridin-3-amine. (285 mg, 82%). MS (ES+) 161.1. Starting materials: C1(=CC=CC=C1)B(O)O (phenylboronic acid), C(=O)([O-])[O-].[Na+].[Na+] (Na2CO3), FC1=C(C=CC(=C1)Br)I (2-fluoro-4-bromoiodobenzene), FC1=CC=CC=C1 (fluorobenzene). Reagents/catalysts: [Pd] (Pd on carbon). Solvent: C(C)O (ethanol). Yields the product FC1=C(C=CC(=C1)Br)C1=CC=CC=C1 (2-fluoro-4-bromobiphenyl). Yield: 10.0%. Reaction SMILES: [C:1]1(B(O)O)[CH:6]=[CH:5][CH:4]=[CH:3][CH:2]=1.[F:10][C:11]1[CH:16]=[C:15]([Br:17])[CH:14]=[CH:13][C:12]=1I.FC1C=CC=CC=1.C([O-])([O-])=O.[Na+].[Na+]>C(O)C.[Pd]>[F:10][C:11]1[CH:16]=[C:15]([Br:17])[CH:14]=[CH:13][C:12]=1[C:1]1[CH:6]=[CH:5][CH:4]=[CH:3][CH:2]=1 |f:3.4.5|. Reported procedure: Using methodology generally similar to the above examples, 1.22 g of phenylboronic acid in about 5 ml of ethanol, 3 g of 2-fluoro-4-bromoiodobenzene, 20 g of fluorobenzene, 0.2 g of 5% Pd on carbon catalyst, and 10 ml of 2 molar Na2CO3 were combined and stirred rapidly (without a nitrogen purge) at 25° C. for 65 hours. The desired 2-fluoro-4-bromobiphenyl was produced in about 10% yield with only partial conversion of the starting materials, considerable byproduct formation, but no observed terp... Starting materials: COC(=O)C=1C(=C2C=C(C(N(C2=C(N1)C=1C=NC=CC1)CC1=CC=CC=C1)=O)C1=CC(=CC=C1)C(F)(F)F)O (1-benzyl-5-hydroxy-2-oxo-8-pyridin-3-yl-3-(3-trifluoromethyl-phenyl)-1,2-dihydro-[1,7]naphthyridine-6-carboxylic acid methyl ester), NCCC(=O)O (β-alanine), C[O-].[Na+] (NaOMe). Run in C(=O)(O)[O-].[Na+] (NaHCO3). Yields the product C(C1=CC=CC=C1)N1C(C(=CC2=C(C(=NC(=C12)C=1C=NC=CC1)C(=O)NCCC(=O)O)O)C1=CC(=CC=C1)C(F)(F)F)=O (3-{[1-Benzyl-5-hydroxy-2-oxo-8-pyridin-3-yl-3-(3-trifluoromethyl-phenyl)-1,2-dihydro-[1,7]naphthyridine-6-carbonyl]-amino}-propionic acid). The yield is 40.2%. As a reaction SMILES: CO[C:3]([C:5]1[C:6]([OH:39])=[C:7]2[C:12](=[C:13]([C:15]3[CH:16]=[N:17][CH:18]=[CH:19][CH:20]=3)[N:14]=1)[N:11]([CH2:21][C:22]1[CH:27]=[CH:26][CH:25]=[CH:24][CH:23]=1)[C:10](=[O:28])[C:9]([C:29]1[CH:34]=[CH:33][CH:32]=[C:31]([C:35]([F:38])([F:37])[F:36])[CH:30]=1)=[CH:8]2)=[O:4].[NH2:40][CH2:41][CH2:42][C:43]([OH:45])=[O:44].C[O-].[Na+]>C([O-])(O)=O.[Na+]>[CH2:21]([N:11]1[C:12]2[C:7](=[C:6]([OH:39])[C:5]([C:3]([NH:40][CH2:41][CH2:42][C:43]([OH:45])=[O:44])=[O:4])=[N:14][C:13]=2[C:15]2[CH:16]=[N:17][CH:18]=[CH:19][CH:20]=2)[CH:8]=[C:9]([C:29]2[CH:34]=[CH:33][CH:32]=[C:31]([C:35]([F:36])([F:38])[F:37])[CH:30]=2)[C:10]1=[O:28])[C:22]1[CH:23]=[CH:24][CH:25]=[CH:26][CH:27]=1 |f:2.3,4.5|. Procedure details: A mixture of 1-benzyl-5-hydroxy-2-oxo-8-pyridin-3-yl-3-(3-trifluoromethyl-phenyl)-1,2-dihydro-[1,7]naphthyridine-6-carboxylic acid methyl ester (29 mg, 0.055 mmol), β-alanine (487 mg, 5.5 mmol) and NaOMe solution (8.8 mL, 4.4 mmol, 0.5 M in MeOH) was refluxed for 16 h. After the mixture was cooled to r.t., the solvent was evaporated in vacuo. The residue was partitioned between EtOAc and water. 1 M HCl was added until pH was about 3-4. The aqueous layer was extracted with additional EtOAc, and t... The reactants are C[Mg+].[Br-] (MeMgBr), ClC1=CC=C(C=C1)C1=CC(=NN1C1=CC=C(C=C1)OC)CCC(C)=O (5-(4-Chlorophenyl)-1-(4-methoxyphenyl)-3-(3-oxobutyl)pyrazole). The solvent is C1CCOC1 (THF), C1CCOC1 (THF). Run at time 1 hour. Product: ClC1=CC=C(C=C1)C1=CC(=NN1C1=CC=C(C=C1)OC)CCC(C)(C)O (5-(4-Chlorophenyl)-3-(3-hydroxy-3-methylbutyl)-1-(4-methoxyphenyl) pyrazole). RXN SMILES: [CH3:1][Mg+].[Br-].[Cl:4][C:5]1[CH:10]=[CH:9][C:8]([C:11]2[N:15]([C:16]3[CH:21]=[CH:20][C:19]([O:22][CH3:23])=[CH:18][CH:17]=3)[N:14]=[C:13]([CH2:24][CH2:25][C:26](=[O:28])[CH3:27])[CH:12]=2)=[CH:7][CH:6]=1>C1COCC1>[Cl:4][C:5]1[CH:6]=[CH:7][C:8]([C:11]2[N:15]([C:16]3[CH:21]=[CH:20][C:19]([O:22][CH3:23])=[CH:18][CH:17]=3)[N:14]=[C:13]([CH2:24][CH2:25][C:26]([OH:28])([CH3:1])[CH3:27])[CH:12]=2)=[CH:9][CH:10]=1 |f:0.1|. Procedure: To a solution of MeMgBr (1.32 ml of 3.2M, 4.23 mM) in THF (15 ml) at 0° C., was added a solution of the ketone 23, (1.00 g, 2.82 mM) in THF (25 ml) dropwise over a 20 minute period. After stirring for 1 hour, the reaction mixture was quenched with a saturated NH4Cl solution, diluted to a 100 ml volume with Et2O, washed with H2O, dried (Na2SO4), filtered, and concentrated in vacuo. Chromatography of the residue (Baker silica gel, 45 g) with Et2O as eluent, afforded 27, (0.68 g, 80% corrected for ... The reactants are ClC1=C(C(=O)O)C=CC=C1C1(CC1)C#N (2-chloro-3-(1-cyanocyclopropyl)benzoic acid), NC=1C=C(C=CC1F)O (3-amino-4-fluorophenol), C(O)([O-])=O.[Na+] (sodium hydrogen carbonate), CN(C=O)C (N,N-dimethylformamide). Solvent: O (water), O1CCCC1 (tetrahydrofuran), O (water), C(C(=O)Cl)(=O)Cl (oxalyl chloride). Run at time 1 hour. Product: ClC1=C(C(=O)NC2=C(C=CC(=C2)O)F)C=CC=C1C1(CC1)C#N (2-chloro-3-(1-cyanocyclopropyl)-N-(2-fluoro-5-hydroxyphenyl)benzamide). The yield is 98.3%. RXN SMILES: [Cl:1][C:2]1[C:10]([C:11]2([C:14]#[N:15])[CH2:13][CH2:12]2)=[CH:9][CH:8]=[CH:7][C:3]=1[C:4]([OH:6])=O.CN(C)C=O.[NH2:21][C:22]1[CH:23]=[C:24]([OH:29])[CH:25]=[CH:26][C:27]=1[F:28].C(=O)([O-])O.[Na+]>C(Cl)(=O)C(Cl)=O.O1CCCC1.O>[Cl:1][C:2]1[C:10]([C:11]2([C:14]#[N:15])[CH2:13][CH2:12]2)=[CH:9][CH:8]=[CH:7][C:3]=1[C:4]([NH:21][C:22]1[CH:23]=[C:24]([OH:29])[CH:25]=[CH:26][C:27]=1[F:28])=[O:6] |f:3.4|. Reported procedure: To a solution of 2-chloro-3-(1-cyanocyclopropyl)benzoic acid (4.42 g, 20 mmol) produced in Example C62(ii) in oxalyl chloride (10 mL) was added N,N-dimethylformamide (100 μL), and the mixture was stirred at room temperature for 1 hr, and concentrated to dryness under reduced pressure. This was dissolved in tetrahydrofuran (10 mL), and the solution was added dropwise with vigorous stirring to a two-layer mixture of a solution of 3-amino-4-fluorophenol (2.54 g, 20 mmol) in tetrahydrofuran (10 mL) ... Conditions: time 8 hour. Reported procedure: To a mixture of sodium (450 mg, 19 mmol) in methanol (20 mL) was added a solution of 2,4-dichloro-5-fluoropyrimidine (3.25 g, 19 mmol) in methanol (10 mL). The reaction mixture was stirred at room temperature overnight before being partitioned between water and diethyl ether. The organic phase was separated, washed with brine and evaporated to dryness to give the title compound as an orange oil (80%), which was used in the next step without further purification. As a reaction SMILES: [Na].[Cl:2][C:3]1[N:8]=[C:7](Cl)[C:6]([F:10])=[CH:5][N:4]=1.[CH3:11][OH:12]>>[Cl:2][C:3]1[N:8]=[C:7]([O:12][CH3:11])[C:6]([F:10])=[CH:5][N:4]=1 |^1:0|. Isolated yield 80.0%. Reactants: [Na] (sodium), CO (methanol), ClC1=NC=C(C(=N1)Cl)F (2,4-dichloro-5-fluoropyrimidine), CO (methanol). Product: ClC1=NC=C(C(=N1)OC)F (2-Chloro-5-fluoro-4-methoxypyrimidine). Reactants: BrC=1C=C2N(N=CC(=C2N[C@@H]2CN(C[C@@H]2C)C(=O)C2(CC2)C#N)C(=O)N)C1 (6-bromo-4-((3S,4S)-1-(1-cyanocyclopropanecarbonyl)-4-methylpyrrolidin-3-ylamino)pyrrolo[1,2-b]pyridazine-3-carboxamide), CC=1C=NNC1 (4-methyl-1H-pyrazole), C([O-])([O-])=O.[K+].[K+] (potassium carbonate), product, C1(CC1)C(C(=O)O)C#N (cyclopropylcyanoacetic acid), CN[C@@H]1[C@H](CCCC1)NC ((1S,2S)—N1,N2-dimethylcyclohexane-1,2-diamine). Reagents/catalysts: [Cu](I)I (copper iodide). Solvent: O1CCOCC1 (dioxane). Conditions: temperature 100 celsius, time 25 minute. The product is C(#N)C1(CC1)C(=O)N1C[C@H]([C@H](C1)C)NC=1C=2N(N=CC1C(=O)N)C=C(C2)N2N=CC(=C2)C (4-((3S,4S)-1-(1-cyanocyclopropanecarbonyl)-4-methylpyrrolidin-3-ylamino)-6-(4-methyl-1H-pyrazol-1-yl)pyrrolo[1,2-b]pyridazine-3-carboxamide). Isolated yield 34.2%. RXN SMILES: Br[C:2]1[CH:3]=[C:4]2[C:9]([NH:10][C@H:11]3[C@@H:15]([CH3:16])[CH2:14][N:13]([C:17]([C:19]4([C:22]#[N:23])[CH2:21][CH2:20]4)=[O:18])[CH2:12]3)=[C:8]([C:24]([NH2:26])=[O:25])[CH:7]=[N:6][N:5]2[CH:27]=1.C1(C(C#N)C(O)=O)CC1.C(=O)([O-])[O-].[K+].[K+].[CH3:43][C:44]1[CH:45]=[N:46][NH:47][CH:48]=1.CN[C@H]1CCCC[C@@H]1NC>[Cu](I)I.O1CCOCC1>[C:22]([C:19]1([C:17]([N:13]2[CH2:14][C@H:15]([CH3:16])[C@H:11]([NH:10][C:9]3[C:4]4[N:5]([CH:27]=[C:2]([N:46]5[CH:45]=[C:44]([CH3:43])[CH:48]=[N:47]5)[CH:3]=4)[N:6]=[CH:7][C:8]=3[C:24]([NH2:26])=[O:25])[CH2:12]2)=[O:18])[CH2:20][CH2:21]1)#[N:23] |f:2.3.4|. Procedure: The title compound was prepared from 20 mg (0.046 mmol) of 6-bromo-4-((3S,4S)-1-(1-cyanocyclopropanecarbonyl)-4-methylpyrrolidin-3-ylamino)pyrrolo[1,2-b]pyridazine-3-carboxamide (prepared from the product of Step 1 of Example 158 using the methods previously described in Step 1 of Example 191 by replacing cyanoacetic acid with cyclopropylcyanoacetic acid), potassium carbonate (32.0 mg, 0.232 mmol), 4-methyl-1H-pyrazole (15.2 mg, 0.18 mmol), (1S,2S)—N1,N2-dimethylcyclohexane-1,2-diamine (13.2 mg,... The reactants are [BH4-], Nc1ccccc1, [Na+], O=C1CCN(CCc2ccccc2)CC1. Yields the product c1ccc(CCN2CCC(Nc3ccccc3)CC2)cc1. RXN SMILES: [BH4-:23].[NH2:16][c:17]1[cH:18][cH:19][cH:20][cH:21][cH:22]1.[Na+:24].[c:1]1([CH2:7][CH2:8][N:9]2[CH2:10][CH2:11][C:12](=[O:15])[CH2:13][CH2:14]2)[cH:2][cH:3][cH:4][cH:5][cH:6]1>>[c:1]1([CH2:7][CH2:8][N:9]2[CH2:10][CH2:11][CH:12]([NH:16][c:17]3[cH:18][cH:19][cH:20][cH:21][cH:22]3)[CH2:13][CH2:14]2)[cH:2][cH:3][cH:4][cH:5][cH:6]1. The reactants are ClC=1C(=C(C=CC1C#N)N[C@@H](C(=O)NNC(C1=CC=C(C=C1)N1N=CC=C1)=O)[C@H](C)O)C (N′-((2R,3S)-2-(3-chloro-4-cyano-2-methylphenylamino)-3-hydroxybutanoyl)-4-(1H-pyrazol-1-yl)benzohydrazide), C(C)(C)(C)NP1(N(CCCN1C)C)N(CC)CC (2-tert-butylamino-2-diethylamino-1,3-dimethyl perhydro-1,3,2-diazaphosphorine). Solvent: C1CCOC1 (THF). Product: N1(N=CC=C1)C1=CC=C(C=C1)C1=NN=C(O1)[C@@H]([C@H](C)O)NC1=C(C(=C(C#N)C=C1)Cl)C (4-((1R,2S)-1-(5-(4-(1H-pyrazol-1-yl)phenyl)-1,3,4-oxadiazol-2-yl)-2-hydroxypropylamino)-2-chloro-3-methylbenzonitrile). Isolated yield 15.3%. As a reaction SMILES: [Cl:1][C:2]1[C:3]([CH3:32])=[C:4]([NH:10][C@H:11]([C@@H:29]([OH:31])[CH3:30])[C:12]([NH:14][NH:15][C:16](=O)[C:17]2[CH:22]=[CH:21][C:20]([N:23]3[CH:27]=[CH:26][CH:25]=[N:24]3)=[CH:19][CH:18]=2)=[O:13])[CH:5]=[CH:6][C:7]=1[C:8]#[N:9].C(NP1(N(CC)CC)N(C)CCCN1C)(C)(C)C>C1COCC1>[N:23]1([C:20]2[CH:19]=[CH:18][C:17]([C:16]3[O:13][C:12]([C@H:11]([NH:10][C:4]4[CH:5]=[CH:6][C:7]([C:8]#[N:9])=[C:2]([Cl:1])[C:3]=4[CH3:32])[C@@H:29]([OH:31])[CH3:30])=[N:14][N:15]=3)=[CH:22][CH:21]=2)[CH:27]=[CH:26][CH:25]=[N:24]1. Reported procedure: To a solution of N′-((2R,3S)-2-(3-chloro-4-cyano-2-methylphenylamino)-3-hydroxybutanoyl)-4-(1H-pyrazol-1-yl)benzohydrazide (164 mg, 0.36 mmol) in anhydrous THF (12 mL) at room temperature was added 2-tert-butylamino-2-diethylamino-1,3-dimethyl perhydro-1,3,2-diazaphosphorine on polystyrene (2.2 mmol base/1) (495 mg, 1.09 mmol) followed by p-TSCl (83 mg, 0.44 mmol) and the mixture was stirred for 70 mm. The mixture was filtered under suction and the residue washed with acetone (2×50 mL) followed ...